This data is from the Open Reaction Database (ORD), a public repository of structured organic reaction records. The task is: describe an organic reaction: reactants, conditions, products, and yield Reactants: [Li]CCCC (n-BuLi), BrC1=CC=2C=C3N(C2C=C1)CCC3O[Si](C)(C)C(C)(C)C (7-bromo-1-(tert-butyldimethylsilyloxy)-2,3-dihydro-1H-pyrrolo[1,2-a]indole), CON(C(CCC)=O)C (N-methoxy-N-methylbutyramide). Run in C1CCOC1 (THF). Product: [Si](C)(C)(C(C)(C)C)OC1CCN2C1=CC=1C=C(C=CC21)C(CCC)=O (1-(1-(tert-butyldimethylsilyloxy)-2,3-dihydro-1H-pyrrolo[1,2-a]indol-7-yl)butan-1-one). Isolated yield 99.9%. Reaction SMILES: Br[C:2]1[CH:10]=[CH:9][C:8]2[N:7]3[CH2:11][CH2:12][CH:13]([O:14][Si:15]([C:18]([CH3:21])([CH3:20])[CH3:19])([CH3:17])[CH3:16])[C:6]3=[CH:5][C:4]=2[CH:3]=1.[Li]CCCC.CON(C)[C:30](=[O:34])[CH2:31][CH2:32][CH3:33]>C1COCC1>[Si:15]([O:14][CH:13]1[C:6]2=[CH:5][C:4]3[CH:3]=[C:2]([C:30](=[O:34])[CH2:31][CH2:32][CH3:33])[CH:10]=[CH:9][C:8]=3[N:7]2[CH2:11][CH2:12]1)([C:18]([CH3:21])([CH3:20])[CH3:19])([CH3:17])[CH3:16]. Procedure: To a solution of 7-bromo-1-(tert-butyldimethylsilyloxy)-2,3-dihydro-1H-pyrrolo[1,2-a]indole (4.1 g, 11.2 mmol) in THF (60 mL), cooled to −78° C., was added n-BuLi (7.7 mL, 1.6M, 12.3 mmol) dropwise. The reaction mixture was allowed to stir at −78° C. for 5 minutes before N-methoxy-N-methylbutyramide (1.6 g, 12.3 mmol) was added. The resulting orange solution was allowed to slowly warm to room temperature then quenched with the addition of a saturated solution of NH4Cl. The reaction mixture was p... Reported procedure: A suspension of 4′-nitroacetophenone (5 g, 30.3 mmol) and 4-pyridinecarboxaldehyde (2.89 mL, 30.3 mmol) in water (45 mL) at room temperature was treated with 6% NaOH in H2O/ethanol (2:1)(0.606 mL), stirred overnight, and filtered. The filter cake was washed with water and small amount of ethanol then triturated with dichloromethane to provide 1.95 g (25%) of the desired product. MS(ESI(+)) m/e 255 (M+H)+. Run at time 8 hour. Isolated yield 25.3%. The product is [N+](=O)([O-])C1=CC=C(C=C1)C(\C=C\C1=CC=NC=C1)=O ((2E)-1-(4-nitrophenyl)-3-pyridin-4-ylprop-2-en-1-one). The solvent is O (water), O.C(C)O (H2O ethanol). Reaction SMILES: [N+:1]([C:4]1[CH:9]=[CH:8][C:7]([C:10](=[O:12])[CH3:11])=[CH:6][CH:5]=1)([O-:3])=[O:2].[N:13]1[CH:18]=[CH:17][C:16]([CH:19]=O)=[CH:15][CH:14]=1.[OH-].[Na+]>O.O.C(O)C>[N+:1]([C:4]1[CH:5]=[CH:6][C:7]([C:10](=[O:12])/[CH:11]=[CH:19]/[C:16]2[CH:17]=[CH:18][N:13]=[CH:14][CH:15]=2)=[CH:8][CH:9]=1)([O-:3])=[O:2] |f:2.3,5.6|. Starting materials: [N+](=O)([O-])C1=CC=C(C=C1)C(C)=O (4′-nitroacetophenone), N1=CC=C(C=C1)C=O (4-pyridinecarboxaldehyde), [OH-].[Na+] (NaOH). Starting materials: CN(C)C=O, CC(C)[Si](Cl)(C(C)C)C(C)C, [H-], COc1ncnc2[nH]cc(I)c12, [Na+], O. The product is COc1ncnc2c1c(I)cn2[Si](C(C)C)(C(C)C)C(C)C. Reaction SMILES: [CH3:13][N:14]([CH3:15])[CH:16]=[O:17].[Cl:20][Si:21]([CH:22]([CH3:23])[CH3:24])([CH:25]([CH3:26])[CH3:27])[CH:28]([CH3:29])[CH3:30].[H-:18].[I:1][c:2]1[cH:3][nH:4][c:5]2[n:6][cH:7][n:8][c:9]([O:11][CH3:12])[c:10]12.[Na+:19].[OH2:31]>>[I:1][c:2]1[cH:3][n:4]([Si:21]([CH:22]([CH3:23])[CH3:24])([CH:25]([CH3:26])[CH3:27])[CH:28]([CH3:29])[CH3:30])[c:5]2[n:6][cH:7][n:8][c:9]([O:11][CH3:12])[c:10]12. Reactants: ClC1=C(C=CC=C1)C1=NC(=C(C(=N1)C)C(C(=O)OC)CCC)C1=CC=C(C=C1)C (methyl 2-(2-(2-chlorophenyl)-4-methyl-6-p-tolylpyrimidin-5-yl)pentanoate), [OH-].[Na+] (sodium hydroxide). Solvent: CO (methanol). Run at temperature 100 celsius. Product: ClC1=C(C=CC=C1)C1=NC(=C(C(=N1)C)C(C(=O)O)CCC)C1=CC=C(C=C1)C (2-(2-(2-chlorophenyl)-4-methyl-6-p-tolylpyrimidin-5-yl)pentanoic acid). The yield is 72.9%. Reaction SMILES: [Cl:1][C:2]1[CH:7]=[CH:6][CH:5]=[CH:4][C:3]=1[C:8]1[N:13]=[C:12]([CH3:14])[C:11]([CH:15]([CH2:20][CH2:21][CH3:22])[C:16]([O:18]C)=[O:17])=[C:10]([C:23]2[CH:28]=[CH:27][C:26]([CH3:29])=[CH:25][CH:24]=2)[N:9]=1.[OH-].[Na+]>CO>[Cl:1][C:2]1[CH:7]=[CH:6][CH:5]=[CH:4][C:3]=1[C:8]1[N:13]=[C:12]([CH3:14])[C:11]([CH:15]([CH2:20][CH2:21][CH3:22])[C:16]([OH:18])=[O:17])=[C:10]([C:23]2[CH:24]=[CH:25][C:26]([CH3:29])=[CH:27][CH:28]=2)[N:9]=1 |f:1.2|. Procedure: To a solution of methyl 2-(2-(2-chlorophenyl)-4-methyl-6-p-tolylpyrimidin-5-yl)pentanoate (27 mg; 0.066 mmol) in methanol (660 μL) was added a 10 N sodium hydroxide solution (66 μL; 0.66 mmol) and the mixture was heated at 100° C. for 18 h. The volatiles were removed under reduced pressure and the mixture was acidified by adding 6N hydrochloric acid. The suspension was extracted twice with ethyl acetate. The combined organic layers were washed with a saturated sodium chloride solution, dried ove... The reactants are S(=O)(=O)([O-])[O-].[Na+].[Na+] (sodium sulfate), [N+](=O)([O-])C1=CC=CC=2C(C3=CC=CC=C3C(C12)=O)=O (nitroanthraquinone), 383.3, [N+](=O)([O-])C1=CC=CC=2C(C3=CC=CC=C3C(C12)=O)=O (nitroanthraquinone), 425, [SH-].[Na+] (sodium hydrosulfide), S(=O)(=O)([O-])[O-].[Na+].[Na+] (sodium sulfate), [N+](=O)([O-])[O-].[Na+] (sodium nitrate), [N+](=O)([O-])[O-].[Na+] (sodium nitrate). Solvent: O (water), O (water). Yields the product NC1=CC=CC=2C(C3=CC=CC=C3C(C12)=O)=O (aminoanthraquinone). As a reaction SMILES: [N+:1]([C:4]1[C:17]2[C:16](=[O:18])[C:15]3[C:10](=[CH:11][CH:12]=[CH:13][CH:14]=3)[C:9](=[O:19])[C:8]=2[CH:7]=[CH:6][CH:5]=1)([O-])=O.S([O-])([O-])(=O)=O.[Na+].[Na+].[N+]([O-])([O-])=O.[Na+].[SH-].[Na+]>O>[NH2:1][C:4]1[C:17]2[C:16](=[O:18])[C:15]3[C:10](=[CH:11][CH:12]=[CH:13][CH:14]=3)[C:9](=[O:19])[C:8]=2[CH:7]=[CH:6][CH:5]=1 |f:1.2.3,4.5,6.7|. Procedure details: A slurried mixture of a nitroanthraquinone and water having dissolved therein sodium sulfate and sodium nitrate (nitroanthraquinone concentration: 5.28%, sodium sulfate and sodium nitrate concentration: 4%, the remainder being water) and a 30.9% sodium hydrosulfide aqueous solution were supplied into a 1,500-volume-part stainless steel vessel under agitation at the rates of 383.3 part/hr, and 41.7 part/hr, respectively, and three hours after start of supply, withdrawal of the reaction mixture wa... Reactants: IC=1N=C(N2C1C(=NC=C2)N)SC (1-iodo-3-methylsulfanyl-imidazo[1,5-a]pyrazin-8-ylamine), C(=O)(OC(C)(C)C)N1C(=CC2=CC=CC=C12)B(O)O (1-Boc-indole-2-boronic acid), C([O-])([O-])=O.[K+].[K+] (potassium carbonate), ClCCl (dichloromethane). The reagents and catalysts are C1=CC=C(C=C1)P([C-]2C=CC=C2)C3=CC=CC=C3.C1=CC=C(C=C1)P([C-]2C=CC=C2)C3=CC=CC=C3.Cl[Pd]Cl.[Fe+2] (PdCl2(dppf)), C1=CC=C(C=C1)P([C-]2C=CC=C2)C3=CC=CC=C3.C1=CC=C(C=C1)P([C-]2C=CC=C2)C3=CC=CC=C3.Cl[Pd]Cl.[Fe+2] ([1,1′-bis(diphenylphosphino)ferrocene]dichloropalladium(II)). The solvent is O1CCOCC1 (1,4-dioxane), O (water), C(C)(=O)OCC (ethyl acetate), CO (methanol). Conditions: temperature 100 celsius. Yields the product N1C(=CC2=CC=CC=C12)C=1N=C(N2C1C(=NC=C2)N)SC (1-(1H-Indol-2-yl)-3-methylsulfanyl-imidazo[1,5-a]pyrazin-8-ylamine). As a reaction SMILES: I[C:2]1[N:3]=[C:4]([S:12][CH3:13])[N:5]2[CH:10]=[CH:9][N:8]=[C:7]([NH2:11])[C:6]=12.C([N:21]1[C:29]2[C:24](=[CH:25][CH:26]=[CH:27][CH:28]=2)[CH:23]=[C:22]1B(O)O)(OC(C)(C)C)=O.C(=O)([O-])[O-].[K+].[K+].ClCCl>O1CCOCC1.O.C(OCC)(=O)C.CO.C1C=CC(P(C2C=CC=CC=2)[C-]2C=CC=C2)=CC=1.C1C=CC(P(C2C=CC=CC=2)[C-]2C=CC=C2)=CC=1.Cl[Pd]Cl.[Fe+2]>[NH:21]1[C:29]2[C:24](=[CH:25][CH:26]=[CH:27][CH:28]=2)[CH:23]=[C:22]1[C:2]1[N:3]=[C:4]([S:12][CH3:13])[N:5]2[CH:10]=[CH:9][N:8]=[C:7]([NH2:11])[C:6]=12 |f:2.3.4,10.11.12.13|. Procedure details: To a suspension of 1-iodo-3-methylsulfanyl-imidazo[1,5-a]pyrazin-8-ylamine (612 mg, 0.00200 mol) in 1,4-dioxane (20 mL) and water (5 mL) were added 1-Boc-indole-2-boronic acid (570 mg, 0.0022 mol), potassium carbonate (830 mg, 0.0060 mol) and [1,1′-bis(diphenylphosphino)ferrocene]dichloropalladium(II), complex with dichloromethane (1:1) (80 mg, 0.0001 mol). The flask was evacuated and refilled with nitrogen (3×). The mixture was heated at 100° C. overnight. LC-MS showed the reaction to be incomp... Starting materials: NC=1N(N=C(C1)C)C1=C(C=C(C=C1Cl)Cl)Cl (3-Amino-2-(2,4,6-trichlorophenyl)-5-methylpyrazole), C(C)(=O)C1C(=O)OCC1 (α-Acetyl-γ-butyrolactone). Run in C(C)O (ethanol). Yields the product CC1=NN(C(=C1)N\C(\C)=C/1\C(OCC1)=O)C1=C(C=C(C=C1Cl)Cl)Cl (3-((E)-1-[3-Methyl-1-(2,4,6-trichlorophenyl)-1H-5-pyrazolyl]aminoethylidene)tetrahydro-2-furanone). The yield is 49.7%. Reaction SMILES: [NH2:1][C:2]1[N:3]([C:8]2[C:13]([Cl:14])=[CH:12][C:11]([Cl:15])=[CH:10][C:9]=2[Cl:16])[N:4]=[C:5]([CH3:7])[CH:6]=1.[C:17]([CH:20]1[CH2:25][CH2:24][O:23][C:21]1=[O:22])(=O)[CH3:18]>C(O)C>[CH3:7][C:5]1[CH:6]=[C:2]([NH:1]/[C:17](=[C:20]2/[C:21](=[O:22])[O:23][CH2:24][CH2:25]/2)/[CH3:18])[N:3]([C:8]2[C:13]([Cl:14])=[CH:12][C:11]([Cl:15])=[CH:10][C:9]=2[Cl:16])[N:4]=1. Procedure: 3-Amino-2-(2,4,6-trichlorophenyl)-5-methylpyrazole (1 g, 3.62 mmol) was dissolved in ethanol (10 mL). α-Acetyl-γ-butyrolactone (0.409 mL, 3.80 mmol) was added, followed by heating under reflux for two days. After ethanol was evaporated, the residue was purified by silica gel column chromatography (10% ethyl acetate/hexane), to give the title compound (700 mg, 1.80 mmol) as a pale yellow oil.